Dataset: the Open Reaction Database (ORD), a public repository of structured organic reaction records. Task: describe an organic reaction: reactants, conditions, products, and yield Starting materials: solid, ClC1=C(N)C=C(C=C1)Cl (2,5-dichloroaniline), N(=O)[O-].[Na+] (sodium nitrite), sulfate salt, ClC1=C(N)C=C(C=C1)Cl (2,5-dichloroaniline), O (water). The solvent is S(O)(O)(=O)=O (sulfuric acid), S(O)(O)(=O)=O (sulfuric acid). Conditions: time 30 minute. Product: ClC1=C(C=C(C=C1)Cl)O (2,5-dichlorophenol). Isolated yield 92.0%. Reaction SMILES: [Cl:1][C:2]1[CH:8]=[CH:7][C:6]([Cl:9])=[CH:5][C:3]=1N.N([O-])=[O:11].[Na+].O>S(=O)(=O)(O)O>[Cl:1][C:2]1[CH:8]=[CH:7][C:6]([Cl:9])=[CH:5][C:3]=1[OH:11] |f:1.2|. Procedure: To 400 ml of concentrated sulfuric acid in a 2-liter flask was added 145 grams (0.895 mole) of solid 2,5-dichloroaniline over a 5-minute period. Over the addition period the solution exothermically reached a temperature of 60° C. The sulfate salt solution of 2,5-dichloroaniline was cooled in an ice bath to about 5° C. and a solution of 65.6 grams (0.95 mole) of vacuum dried sodium nitrite in 400 ml concentrated sulfuric acid was added at such rate as to cause no exotherm. The mixture was stirred... Reactants: ClC1=NC=C(C(=N1)OC)I (2-chloro-5-iodo-4-methoxy-pyrimidine), CC1(OB(OC1(C)C)C=1SC=CC1)C (4,4,5,5-tetramethyl-2-(2-thienyl)-1,3,2-dioxaborolane). Yields the product ClC1=NC=C(C(=N1)OC)C=1SC=CC1 (2-chloro-4-methoxy-5-thiophen-2-yl-pyrimidine). Yield: 54.0%. As a reaction SMILES: [Cl:1][C:2]1[N:7]=[C:6]([O:8][CH3:9])[C:5](I)=[CH:4][N:3]=1.CC1(C)C(C)(C)OB([C:19]2[S:20][CH:21]=[CH:22][CH:23]=2)O1>>[Cl:1][C:2]1[N:7]=[C:6]([O:8][CH3:9])[C:5]([C:19]2[S:20][CH:21]=[CH:22][CH:23]=2)=[CH:4][N:3]=1. Reported procedure: Preparation according to procedure 3 with the use of 2-chloro-5-iodo-4-methoxy-pyrimidine and 4,4,5,5-tetramethyl-2-(2-thienyl)-1,3,2-dioxaborolane for 36 hrs at 95° C. In this way, a yield of 54% is obtained.